Dataset: the Open Reaction Database (ORD), a public repository of structured organic reaction records. Task: describe an organic reaction: reactants, conditions, products, and yield Starting materials: COC(=O)C(C)(C)C(O)c1cc(OC)ccn1, CN(C)c1ccncc1, ClCCl, O=S(=O)(OS(=O)(=O)C(F)(F)F)C(F)(F)F, [I-], [Na+], [Zn]. As a reaction SMILES: [CH3:1][O:2][C:3]([C:4]([CH:5]([c:6]1[n:7][cH:8][cH:9][c:10]([O:12][CH3:13])[cH:11]1)[OH:14])([CH3:15])[CH3:16])=[O:17].[CH3:35][N:36]([CH3:37])[c:38]1[cH:39][cH:40][n:41][cH:42][cH:43]1.[Cl:44][CH2:45][Cl:46].[F:18][C:19]([F:20])([F:21])[S:22]([O:23][S:24]([C:25]([F:26])([F:27])[F:28])(=[O:29])=[O:30])(=[O:31])=[O:32].[I-:34].[Na+:33].[Zn:47]>>[CH3:1][O:2][C:3]([C:4]([CH2:5][c:6]1[n:7][cH:8][cH:9][c:10]([O:12][CH3:13])[cH:11]1)([CH3:15])[CH3:16])=[O:17]. Product: COC(=O)C(C)(C)Cc1cc(OC)ccn1. Starting materials: C=1N=C(C2=C(N1)N(C=N2)[C@H]3[C@@H]([C@@H]([C@H](O3)COP(=O)(O)OP(=O)(O)OC[C@@H]4[C@H]([C@H]([C@@H](O4)N5C=CCC(=C5)C(=O)N)O)O)O)O)N (NADH), organic layer, O=C[C@H](O)[C@@H](O)[C@H](O)[C@H](O)CO (glucose), Na NADP, [O-]S(=O)(=O)[O-].[Mg+2] (MgSO4), IA isopropyl alcohol, FC1=CC=C(C=C1)C(CCCC(=O)N1C(OC[C@@H]1C1=CC=CC=C1)=O)=O ((S)-1-(4-Fluoro-phenyl)-5-(2-oxo-4-phenyl-oxazolidin-3-yl)-pentane-1,5-dione), [Al].C(C(C)[*:2])[*:1] (aluminum polypropylene), C=1N=C(C2=C(N1)N(C=N2)[C@H]3[C@@H]([C@@H]([C@H](O3)COP(=O)(O)OP(=O)(O)OC[C@@H]4[C@H]([C@H]([C@@H](O4)N5C=CCC(=C5)C(=O)N)O)O)O)OP(=O)(O)O)N (NADPH), O=C[C@H](O)[C@@H](O)[C@H](O)[C@H](O)CO (glucose). The solvent is C(C)(C)O (isopropylalcohol), triethanolamine(chloride), CC(C)(C)OC (MTBE), C(C)#N (acetonitrile). Reaction conditions: time 20 minute. Yields the product O=C1C(C=CC=C1)[C@@H]1N(COC1)C(CCCC(=O)C1=CC=C(C=C1)F)=O (5-((4S)-2-oxo-4-phenyl (1,3-oxazolidin-3-yl))-1-(4-fluorophenyl) pentane-1,5-dione). As a reaction SMILES: C1N=C(N)C2N=CN([C@@H]3[O:14][C@H](COP(OP(OC[C@H]4O[C@@H](N5C=C(C(N)=O)CC=C5)[C@H](O)[C@@H]4O)(O)=O)(O)=O)[C@@H](O)[C@H]3O)C=2N=1.C1N=C(N)C2N=CN([C@@H]3O[C@H](COP(OP(OC[C@H]4O[C@@H](N5C=C(C(N)=O)CC=C5)[C@H](O)[C@@H]4O)(O)=O)(O)=O)[C@@H](O)[C@H]3OP(O)(O)=O)C=2N=1.O=C[C@@H]([C@H]([C@@H]([C@@H](CO)O)O)O)O.[O-]S([O-])(=O)=O.[Mg+2].[F:111][C:112]1[CH:117]=[CH:116][C:115]([C:118](=[O:136])[CH2:119][CH2:120][CH2:121][C:122]([N:124]2[C@@H:128]([C:129]3[CH:134]=[CH:133][CH:132]=[CH:131][CH:130]=3)[CH2:127][O:126][C:125]2=O)=[O:123])=[CH:114][CH:113]=1>CC(OC)(C)C.C(#N)C.C(O)(C)C>[O:14]=[C:130]1[CH:131]=[CH:132][CH:133]=[CH:134][CH:129]1[C@H:128]1[CH2:127][O:126][CH2:125][N:124]1[C:122](=[O:123])[CH2:121][CH2:120][CH2:119][C:118]([C:115]1[CH:116]=[CH:117][C:112]([F:111])=[CH:113][CH:114]=1)=[O:136] |f:3.4|. Procedure details: KREDs described in Table 5 of Example 1 are screened using NADH and NADPH as cofactors and glucose dehydrogenase/glucose or isopropylalcohol (“IPA”) as co-factor regeneration system. 100 μl of cell lysate was added to a deep well plate (Costar #3960) containing 25 μl 5 mg/ml Na-NADP (Oriental Yeast) and 2 mM MgSO4 in 100 mM triethanolamine(chloride) (pH7.0), and 125 IA isopropyl alcohol containing 2 g/L (S)-1-(4-Fluoro-phenyl)-5-(2-oxo-4-phenyl-oxazolidin-3-yl)-pentane-1,5-dione. After sealing t... Starting materials: CN(C(=O)C1CCN(CC1)CC1=CC=2N=C(N=C(C2S1)N1CCOCC1)Cl)C (1-(2-Chloro-4-morpholin-4-yl-thieno[3,2-d]pyrimidin-6-ylmethyl)-piperidine-4-carboxylic acid dimethylamide), COC1=NC=C(C(=N1)OC)B1OC(C(O1)(C)C)(C)C (2,4-dimethoxy-5-(4,4,5,5-tetramethyl-[1,3,2]dioxaborolan-2-yl)-pyrimidine). Yields the product COC1=NC=C(C(=N1)OC)C=1N=C(C2=C(N1)C=C(S2)CN2CCC(CC2)C(=O)N(C)C)N2CCOCC2 (1-((2-(2,4-dimethoxypyrimidin-5-yl)-4-morpholinothieno[3,2-d]pyrimidin-6-yl)methyl)-N,N-dimethylpiperidine-4-carboxamide). RXN SMILES: [CH3:1][N:2]([CH3:28])[C:3]([CH:5]1[CH2:10][CH2:9][N:8]([CH2:11][C:12]2[S:20][C:19]3[C:18]([N:21]4[CH2:26][CH2:25][O:24][CH2:23][CH2:22]4)=[N:17][C:16](Cl)=[N:15][C:14]=3[CH:13]=2)[CH2:7][CH2:6]1)=[O:4].[CH3:29][O:30][C:31]1[N:36]=[C:35]([O:37][CH3:38])[C:34](B2OC(C)(C)C(C)(C)O2)=[CH:33][N:32]=1>>[CH3:29][O:30][C:31]1[N:36]=[C:35]([O:37][CH3:38])[C:34]([C:16]2[N:17]=[C:18]([N:21]3[CH2:26][CH2:25][O:24][CH2:23][CH2:22]3)[C:19]3[S:20][C:12]([CH2:11][N:8]4[CH2:9][CH2:10][CH:5]([C:3]([N:2]([CH3:28])[CH3:1])=[O:4])[CH2:6][CH2:7]4)=[CH:13][C:14]=3[N:15]=2)=[CH:33][N:32]=1. Procedure: 1-(2-Chloro-4-morpholin-4-yl-thieno[3,2-d]pyrimidin-6-ylmethyl)-piperidine-4-carboxylic acid dimethylamide was reacted with 2,4-dimethoxy-5-(4,4,5,5-tetramethyl-[1,3,2]dioxaborolan-2-yl)-pyrimidine in General Procedure A. Purification on silica yielded 125. NMR (CDCl3): 1.74 (m, 2H, CH2), 2.02 (m, 2H, CH2), 2.17 (m, 2H, CH2), 2.55 (m, H, CH), 2.97 (s, 3H, CH3), 3.04-3.07 (m+s, 5H, CH2+CH3), 3.84 (s, 2H, CH2), 3.88-3.90 (m, 4H, 2×CH2), 4.03-4.05 (m, 4H, 2×CH2), 4.08 (s, 3H, CH3), 4.11 (s, 3H, CH3... Starting materials: C(C)OC(=O)C1(CCC1)CNC(CC(=O)OC)=O (1-[(2-Methoxycarbonyl-acetylamino)-methyl]-cyclobutanecarboxylic acid ethyl ester), [Na] (sodium). Run in C1(=CC=CC=C1)C (toluene), CO (methanol). Yields the product COC(=O)C1C(NCC2(CCC2)C1=O)=O (7,9-Dioxo-6-aza-spiro[3.5]nonane-8-carboxylic acid methyl ester). Reaction SMILES: C(O[C:4]([C:6]1([CH2:10][NH:11][C:12](=[O:18])[CH2:13][C:14]([O:16][CH3:17])=[O:15])[CH2:9][CH2:8][CH2:7]1)=[O:5])C.[Na]>C1(C)C=CC=CC=1.CO>[CH3:17][O:16][C:14]([CH:13]1[C:4](=[O:5])[C:6]2([CH2:7][CH2:8][CH2:9]2)[CH2:10][NH:11][C:12]1=[O:18])=[O:15] |^1:18|. Procedure: 1-[(2-Methoxycarbonyl-acetylamino)-methyl]-cyclobutanecarboxylic acid ethyl ester (1.62 g, 6.3 mmol) dissolved in 15 ml toluene is added dropwise to a freshly prepared solution of sodium (0.15 g, 6.5 mmol) in methanol (20 ml). The reaction mixture is refluxed for 3 hours and then extracted 3 times with water. The aqueous phase is acidified using HClconc. and the now acidic solution is extracted with ethyl acetate. Drying and evaporation of the solvent delivered the crude product which is used in... Reactants: CC(=O)O[BH-](OC(C)=O)OC(C)=O, CC(=O)[O-], CO, [NH4+], [NH4+], [Na+], [OH-], COc1ccc2nccc(CCC3(O)CCC(=O)CC3)c2n1. Yields the product COc1ccc2nccc(CCC3(O)CCC(N)CC3)c2n1. As a reaction SMILES: [C:1]([O:2][BH-:3]([O:4][C:5](=[O:6])[CH3:7])[O:8][C:9](=[O:10])[CH3:11])(=[O:12])[CH3:13].[CH3:38][C:39](=[O:40])[O-:41].[CH3:42][OH:43].[NH4+:37].[NH4+:45].[Na+:14].[OH-:44].[OH:15][C:16]1([CH2:23][CH2:24][c:25]2[cH:26][cH:27][n:28][c:29]3[cH:30][cH:31][c:32]([O:35][CH3:36])[n:33][c:34]23)[CH2:17][CH2:18][C:19](=[O:22])[CH2:20][CH2:21]1>>[OH:15][C:16]1([CH2:23][CH2:24][c:25]2[cH:26][cH:27][n:28][c:29]3[cH:30][cH:31][c:32]([O:35][CH3:36])[n:33][c:34]23)[CH2:17][CH2:18][CH:19]([NH2:37])[CH2:20][CH2:21]1. Reactants: CC(C)C(NC(=O)OCc1ccccc1)C(=O)OC1CCC(C(=O)O)CC1, CCCC[N+](CCCC)(CCCC)CCCC, C1COCCO1, ClCI, [OH-]. Yields the product CC(C)C(NC(=O)OCc1ccccc1)C(=O)OC1CCC(C(=O)OCCl)CC1. RXN SMILES: [CH2:1]([c:2]1[cH:3][cH:4][cH:5][cH:6][cH:7]1)[O:8][C:9](=[O:10])[NH:11][CH:12]([CH:13]([CH3:14])[CH3:15])[C:16](=[O:17])[O:18][CH:19]1[CH2:20][CH2:21][CH:22]([C:25](=[O:26])[OH:27])[CH2:23][CH2:24]1.[CH2:29]([N+:30]([CH2:31][CH2:32][CH2:33][CH3:34])([CH2:35][CH2:36][CH2:37][CH3:38])[CH2:39][CH2:40][CH2:41][CH3:42])[CH2:43][CH2:44][CH3:45].[CH2:49]1[O:50][CH2:51][CH2:52][O:53][CH2:54]1.[I:46][CH2:47][Cl:48].[OH-:28]>>[CH2:1]([c:2]1[cH:3][cH:4][cH:5][cH:6][cH:7]1)[O:8][C:9](=[O:10])[NH:11][CH:12]([CH:13]([CH3:14])[CH3:15])[C:16](=[O:17])[O:18][CH:19]1[CH2:20][CH2:21][CH:22]([C:25](=[O:26])[O:27][CH2:47][Cl:48])[CH2:23][CH2:24]1.